Dataset: the Open Reaction Database (ORD), a public repository of structured organic reaction records. Task: describe an organic reaction: reactants, conditions, products, and yield Starting materials: C1(CC1)N1C=C(C(C2=CC(=C(C(=C12)F)F)F)=O)C(=O)O (1-cyclopropyl-6,7,8-trifluoro-1,4-dihydro-4-oxoquinoline-3-carboxylic acid), C(=O)NCC1CNCCO1 (2-(formylaminomethyl)morpholine). Product: C1(CC1)N1C=C(C(C2=CC(=C(C(=C12)F)N1CC(OCC1)CNC=O)F)=O)C(=O)O (1-cyclopropyl-6,8-difluoro-7-[2-(formylaminomethyl)morpholino]-1,4-dihydro-4-oxoquinoline-3-carboxylic acid). RXN SMILES: [CH:1]1([N:4]2[C:13]3[C:8](=[CH:9][C:10]([F:16])=[C:11](F)[C:12]=3[F:14])[C:7](=[O:17])[C:6]([C:18]([OH:20])=[O:19])=[CH:5]2)[CH2:3][CH2:2]1.[CH:21]([NH:23][CH2:24][CH:25]1[O:30][CH2:29][CH2:28][NH:27][CH2:26]1)=[O:22]>>[CH:1]1([N:4]2[C:13]3[C:8](=[CH:9][C:10]([F:16])=[C:11]([N:27]4[CH2:28][CH2:29][O:30][CH:25]([CH2:24][NH:23][CH:21]=[O:22])[CH2:26]4)[C:12]=3[F:14])[C:7](=[O:17])[C:6]([C:18]([OH:20])=[O:19])=[CH:5]2)[CH2:2][CH2:3]1. Procedure: By the use of 1-cyclopropyl-6,7,8-trifluoro-1,4-dihydro-4-oxoquinoline-3-carboxylic acid and 2-(formylaminomethyl)morpholine, the reaction is similarly carried out as Example 11 to give 1-cyclopropyl-6,8-difluoro-7-[2-(formylaminomethyl)morpholino]-1,4-dihydro-4-oxoquinoline-3-carboxylic acid, melting at 210°-213° C. The reactants are O1C[C@H](CC1)[C@]1(C[C@@H](CC1)NC(OC(C)(C)C)=O)C(=O)N1CCN(CC1)C1=NC=CC(=C1)C(F)(F)F (tert-Butyl [(1R,3S)-3-[(3R)-tetrahydrofuran-3-yl]-3-(4-[4-(trifluoromethyl)pyridin-2-yl]piperazin-1-ylcarbonyl)cyclopentyl]carbamate), Cl (hydrogen chloride). Run in solution, CCOCC (ether). Run at time 8 hour. Yields the product Cl.Cl.O1C[C@H](CC1)[C@]1(C[C@@H](CC1)N)C(=O)N1CCN(CC1)C1=NC=CC(=C1)C(F)(F)F ((1R,3S)-3-[(3R)-Tetrahydrofuran-3-yl]-3-(4-[4-(trifluoromethyl)pyridin-2-yl]piperazin-1-ylcarbonyl)cyclopentanamine Dihydrochloride). Reaction SMILES: [O:1]1[CH2:5][CH2:4][C@H:3]([C@:6]2([C:19]([N:21]3[CH2:26][CH2:25][N:24]([C:27]4[CH:32]=[C:31]([C:33]([F:36])([F:35])[F:34])[CH:30]=[CH:29][N:28]=4)[CH2:23][CH2:22]3)=[O:20])[CH2:10][CH2:9][C@@H:8]([NH:11]C(=O)OC(C)(C)C)[CH2:7]2)[CH2:2]1.[ClH:37]>CCOCC>[ClH:37].[ClH:37].[O:1]1[CH2:5][CH2:4][C@H:3]([C@:6]2([C:19]([N:21]3[CH2:22][CH2:23][N:24]([C:27]4[CH:32]=[C:31]([C:33]([F:35])([F:34])[F:36])[CH:30]=[CH:29][N:28]=4)[CH2:25][CH2:26]3)=[O:20])[CH2:10][CH2:9][C@@H:8]([NH2:11])[CH2:7]2)[CH2:2]1 |f:3.4.5|. Procedure: tert-Butyl [(1R,3S)-3-[(3R)-tetrahydrofuran-3-yl]-3-(4-[4-(trifluoromethyl)pyridin-2-yl]piperazin-1-ylcarbonyl)cyclopentyl]carbamate (260 mg, 0.51 mmol) was dissolved in a 2 M solution of of hydrogen chloride in ether (8 mL). After being stirred at room temperature overnight, the reaction mixture was concentrated under vacuum to provide the desired product (290 mg) as a light yellow solid. MS calculated for C20H27F3N4O2: (M+H) 413.2; found 413.0. Reactants: C=CC1=CC=CC=C1 (styrene), C(=C)C1=C(C=CC=C1)C (vinyl toluene), B(F)(F)F.C1(=CC=CC=C1)O (boron trifluoride phenol). The solvent is C1(=CC=CC=C1)C (toluene). Conditions: time 3 hour. The product is C=CC1=CC=CC=C1.C(=C)C1=C(C=CC=C1)C (styrene vinyl toluene). RXN SMILES: [CH2:1]=[CH:2][C:3]1[CH:8]=[CH:7][CH:6]=[CH:5][CH:4]=1.[CH:9]([C:11]1[CH:16]=[CH:15][CH:14]=[CH:13][C:12]=1[CH3:17])=[CH2:10].B(F)(F)F.C1(O)C=CC=CC=1>C1(C)C=CC=CC=1>[CH2:1]=[CH:2][C:3]1[CH:8]=[CH:7][CH:6]=[CH:5][CH:4]=1.[CH:9]([C:11]1[CH:16]=[CH:15][CH:14]=[CH:13][C:12]=1[CH3:17])=[CH2:10] |f:2.3,5.6|. Reported procedure: A three-necked flask was charged with 250 g of styrene, 250 g of vinyl toluene and 500 g of toluene, and with stirring, a boron trifluoride-phenol complex [boron trifluoride (30%)-phenol (70%); 2% by weight based on total reactants] was added little by little. The reaction was performed for 3 hours at 20° C while cooling the flask with a dry ice-acetone bath. The catalyst was removed with an alkali, and the reaction mixture was concentrated in order to drive off solvent and unreacted monomers. T... Run at temperature 60 celsius, time 8 hour. Procedure: The acetic acid 1-[3-carbamoyl-5-(2-fluoro-4-trifluoromethyl-benzenesulfonyl)-thiophen-2-ylcarbamoyl]-1-methyl-ethyl ester (1.24 g, 2.5 mmol) is dissolved in 1,4-dioxane (35 mL) and an aqueous solution of 6 M HCl (25 mL). This mixture is stirred at 60° C. overnight, after which the mixture is evaporated. Purification by silica chromatography (EtOAc/hexane; 1:1) affords the desired compound. Reaction SMILES: [C:1]([C:4]1[CH:8]=[C:7]([S:9]([C:12]2[CH:17]=[CH:16][C:15]([C:18]([F:21])([F:20])[F:19])=[CH:14][C:13]=2[F:22])(=[O:11])=[O:10])[S:6][C:5]=1[NH:23][C:24]([C:26]([O:29]C(=O)C)([CH3:28])[CH3:27])=[O:25])(=[O:3])[NH2:2].Cl>O1CCOCC1>[F:22][C:13]1[CH:14]=[C:15]([C:18]([F:21])([F:19])[F:20])[CH:16]=[CH:17][C:12]=1[S:9]([C:7]1[S:6][C:5]([NH:23][C:24](=[O:25])[C:26]([OH:29])([CH3:28])[CH3:27])=[C:4]([C:1]([NH2:2])=[O:3])[CH:8]=1)(=[O:10])=[O:11]. The solvent is O1CCOCC1 (1,4-dioxane). Yields the product FC1=C(C=CC(=C1)C(F)(F)F)S(=O)(=O)C1=CC(=C(S1)NC(C(C)(C)O)=O)C(=O)N (5-(2-Fluoro-4-trifluoromethyl-benzenesulfonyl)-2-(2-hydroxy-2-methyl-propionylamino)-thiophene-3-carboxylic acid amide). Reactants: C(N)(=O)C1=C(SC(=C1)S(=O)(=O)C1=C(C=C(C=C1)C(F)(F)F)F)NC(=O)C(C)(C)OC(C)=O (acetic acid 1-[3-carbamoyl-5-(2-fluoro-4-trifluoromethyl-benzenesulfonyl)-thiophen-2-ylcarbamoyl]-1-methyl-ethyl ester), Cl (HCl).